Dataset: the Open Reaction Database (ORD), a public repository of structured organic reaction records. Task: describe an organic reaction: reactants, conditions, products, and yield Reactants: C(#N)C1=CC(=C(C=C1)C=1C=NN(C1O)C1=NC=C(C(=O)O)C=C1)C (6-(4-(4-cyano-2-methylphenyl)-5-hydroxy-1H-pyrazol-1-yl)nicotinic acid), C1(CC1)N1CCC(CC1)N (1-cyclopropylpiperidin-4-amine). Product: C(#N)C1=CC(=C(C=C1)C=1C=NN(C1O)C1=NC=C(C(=O)NC2CCN(CC2)C2CC2)C=C1)C (6-(4-(4-cyano-2-methylphenyl)-5-hydroxy-1H-pyrazol-1-yl)-N-(1-cyclopropylpiperidin-4-yl)nicotinamide). RXN SMILES: [C:1]([C:3]1[CH:8]=[CH:7][C:6]([C:9]2[CH:10]=[N:11][N:12]([C:15]3[CH:23]=[CH:22][C:18]([C:19]([OH:21])=O)=[CH:17][N:16]=3)[C:13]=2[OH:14])=[C:5]([CH3:24])[CH:4]=1)#[N:2].[CH:25]1([N:28]2[CH2:33][CH2:32][CH:31]([NH2:34])[CH2:30][CH2:29]2)[CH2:27][CH2:26]1>>[C:1]([C:3]1[CH:8]=[CH:7][C:6]([C:9]2[CH:10]=[N:11][N:12]([C:15]3[CH:23]=[CH:22][C:18]([C:19]([NH:34][CH:31]4[CH2:32][CH2:33][N:28]([CH:25]5[CH2:27][CH2:26]5)[CH2:29][CH2:30]4)=[O:21])=[CH:17][N:16]=3)[C:13]=2[OH:14])=[C:5]([CH3:24])[CH:4]=1)#[N:2]. Reported procedure: The title compound was prepared in a manner similar to Example 112 using 6-(4-(4-cyano-2-methylphenyl)-5-hydroxy-1H-pyrazol-1-yl)nicotinic acid and 1-cyclopropylpiperidin-4-amine. 1H NMR (400 MHz, DMSO-d6) δ ppm 0.69 (d, J=6.06 Hz, 2H) 0.82 (br. s., 2H) 1.79 (d, J=10.86 Hz, 2H) 1.97 (d, J=10.86 Hz, 2H) 2.43 (s, 4H) 2.88-3.14 (m, 2H) 3.35-3.34 (m, 2H) 4.00 (d, J=6.57 Hz, 1H) 7.65 (dd, J=8.08, 1.52 Hz, 1H) 7.72 (s, 1H) 7.79 (d, J=8.08 Hz, 1H) 8.16 (s, 1H) 8.35-8.50 (m, 2H) 8.66 (d, J=7.07 Hz, 1H) ... The reactants are FC(C(=O)O)(F)F (Trifluoroacetic acid), FC1=C(C=CC=C1F)[C@@H]1CC[C@H](C=2N(C1)C(=CN2)CC(F)(F)F)NC(OC(C)(C)C)=O (tert-butyl [(6S,9R)-6-(2,3-difluorophenyl)-3-(2,2,2-trifluoroethyl)-6,7,8,9-tetrahydro-5H-imidazo[1,2-a]azepin-9-yl]carbamate). Solvent: ClCCl (dichloromethane). Run at time 1 hour. Product: FC1=C(C=CC=C1F)[C@@H]1CC[C@H](C=2N(C1)C(=CN2)CC(F)(F)F)N ((6S,9R)-6-(2,3-Difluorophenyl)-3-(2,2,2-trifluoroethyl)-6,7,8,9-tetrahydro-5H-imidazo[1,2-a]azepin-9-amine). RXN SMILES: FC(F)(F)C(O)=O.[F:8][C:9]1[C:14]([F:15])=[CH:13][CH:12]=[CH:11][C:10]=1[C@H:16]1[CH2:22][N:21]2[C:23]([CH2:26][C:27]([F:30])([F:29])[F:28])=[CH:24][N:25]=[C:20]2[C@H:19]([NH:31]C(=O)OC(C)(C)C)[CH2:18][CH2:17]1>ClCCl>[F:8][C:9]1[C:14]([F:15])=[CH:13][CH:12]=[CH:11][C:10]=1[C@H:16]1[CH2:22][N:21]2[C:23]([CH2:26][C:27]([F:30])([F:28])[F:29])=[CH:24][N:25]=[C:20]2[C@H:19]([NH2:31])[CH2:18][CH2:17]1. Procedure: Trifluoroacetic acid (1 mL, 13.5 mmol) was added to a solution of tert-butyl [(6S,9R)-6-(2,3-difluorophenyl)-3-(2,2,2-trifluoroethyl)-6,7,8,9-tetrahydro-5H-imidazo[1,2-a]azepin-9-yl]carbamate (120 mg, 0.27 mmol) in dichloromethane (2 mL). After 1 h, the mixture was concentrated and saturated aqueous sodium bicarbonate was added. The mixture was extracted with dichloromethane (3×), and the combined organic extracts were washed with saturated brine, dried over magnesium sulfate, filtered and conce...